From a dataset of the Open Reaction Database (ORD), a public repository of structured organic reaction records. describe an organic reaction: reactants, conditions, products, and yield The reactants are C=O (formaldehyde), Cl.Cl.ClC=1C=C2C(=NC1)OC(=C2)[C@H]2NCCC2 (5-chloro-2-(2-(S)-pyrrolidinyl)-furo[2,3-b]pyridine dihydrochloride), C(=O)([O-])[O-].[K+].[K+] (K2CO3). Run in C(=O)O (formic acid). Yields the product Cl.Cl.ClC=1C=C2C(=NC1)OC(=C2)[C@H]2N(CCC2)C (5-chloro-2-(1-methyl-2-(S)-pyrrolidinyl)-furo[2,3-b]pyridine dihydrochloride). As a reaction SMILES: [ClH:1].Cl.[Cl:3][C:4]1[CH:5]=[C:6]2[CH:12]=[C:11]([C@@H:13]3[CH2:17][CH2:16][CH2:15][NH:14]3)[O:10][C:7]2=[N:8][CH:9]=1.C=O.[C:20]([O-])([O-])=O.[K+].[K+]>C(O)=O>[ClH:3].[ClH:1].[Cl:3][C:4]1[CH:5]=[C:6]2[CH:12]=[C:11]([C@@H:13]3[CH2:17][CH2:16][CH2:15][N:14]3[CH3:20])[O:10][C:7]2=[N:8][CH:9]=1 |f:0.1.2,4.5.6,8.9.10|. Procedure details: A 200 mg (0.80 mmol) sample of 5-chloro-2-(2-(S)-pyrrolidinyl)-furo[2,3-b]pyridine dihydrochloride, from Example 13c above, was dissolved in 4 mL of 88% formic acid and 8 mL of 37% aqueous formaldehyde and heated at reflux for 1 hour. The reaction mixture was cooled, poured into saturated K2CO3, and the mixture was extracted with CH2Cl2. The extract was dried over MgSO4, and the solvent was removed. The residue was chromatographed on silica gel, eluting with 100:0 to 95:5 CHCl3 :MeOH. The produc... Starting materials: ClC=1C=C(N)C=CC1 (3-Chloroaniline), C(C)OC=C(C(=O)OCC)C(=O)OCC (diethyl ethoxymethylenemalonate). Product: ClC1=CC=C2C(C(=CNC2=C1)C(=O)OCC)=O (7-chloro-3-ethoxycarbonyl-4(1H)-quinolone). Yield: 131.8%. As a reaction SMILES: [Cl:1][C:2]1[CH:3]=[C:4]([CH:6]=[CH:7][CH:8]=1)[NH2:5].C([O:11][CH:12]=[C:13]([C:19](OCC)=O)[C:14]([O:16][CH2:17][CH3:18])=[O:15])C>>[Cl:1][C:2]1[CH:3]=[C:4]2[C:6]([C:12](=[O:11])[C:13]([C:14]([O:16][CH2:17][CH3:18])=[O:15])=[CH:19][NH:5]2)=[CH:7][CH:8]=1. Reported procedure: 3-Chloroaniline (5.0 g) and diethyl ethoxymethylenemalonate (10.2 g) were reacted in the same manner as in Experimental Example 1 to obtain 7-chloro-3-ethoxycarbonyl-4(1H)-quinolone (13.0 g). This compound (5.0 g) was hydrolyzed in the same manner as in Experimental Example 2 to obtain a carboxylic acid (4.2 g). This acid derivative (4.2 g) was dissolved in pyridine (40 ml), piperazine (5.2 g) was added to the solution, and the mixture was heated under reflux for 48 hours. The solvent was remove...